Dataset: the Open Reaction Database (ORD), a public repository of structured organic reaction records. Task: describe an organic reaction: reactants, conditions, products, and yield The reactants are solution, CN (methylamine), C(C)(C)(C)NC(=O)[C@H]1NC[C@H]2CCCC[C@H]2C1 (N-tert.butyl-decahydro-(4aS,8aS)-isoquinoline-3(S)-carboxamide). The solvent is C(C)O (ethanol), C(C)O (ethanol). Conditions: time 16 hour. Product: N[C@H]([C@@H](CN1C[C@H]2CCCC[C@H]2C[C@H]1C(=O)NC(C)(C)C)O)CC1=CC=CC=C1 (2-[3(S)-amino-2(R)-hydroxy-4-phenylbutyl]-N-tert.butyl-decahydro-(4aS,8aS)-isoquinoline-3(S)-carboxamide). RXN SMILES: [C:1]([NH:5][C:6]([C@@H:8]1[CH2:17][C@H:16]2[C@H:11]([CH2:12][CH2:13][CH2:14][CH2:15]2)[CH2:10][NH:9]1)=[O:7])([CH3:4])([CH3:3])[CH3:2].[CH3:18][NH2:19]>C(O)C>[NH2:19][C@@H:18]([CH2:10][C:11]1[CH:16]=[CH:15][CH:14]=[CH:13][CH:12]=1)[C@H:6]([OH:7])[CH2:8][N:9]1[C@H:8]([C:6]([NH:5][C:1]([CH3:4])([CH3:2])[CH3:3])=[O:7])[CH2:17][C@H:16]2[C@H:11]([CH2:12][CH2:13][CH2:14][CH2:15]2)[CH2:10]1. Procedure details: (A)(ii) A suspension of 26.55 g of N-tert.butyl-2-[2(R)-hydroxy-4-phenyl-3(S)-phthalimidobutyl]-(4aS,8aS)-isoquinoline-3(S)-carboxamide (prepared as described in Example 1) in 100 ml of ethanol was treated with 25 ml of a 30% solution of methylamine in ethanol at room temperature for 1 hour. The mixture was evaporated to dryness under reduced pressure. The residue was dissolved in 250 ml of ethanol, treated with 250 ml of a saturated solution of hydrogen chloride in ethyl acetate and stirred at ... The reactants are BrC(C)C=1OC(C2=CC=CC=C2C1C1=CC=CC=C1)=O (3-(1-bromoethyl)-4-phenyl-1H-isochromen-1-one), BrC(C)C=1OC(C2=CC=CC=C2C1C1=CC=CC=C1)=O (3-(1-bromoethyl)-4-phenyl-1H-isochromen-1-one), NC=1C2=C(N=CN1)NC=CC2=O (4-aminopyrido[2,3-d]pyrimidin-5(8H)-one), C([O-])([O-])=O.[K+].[K+] (potassium carbonate). The solvent is CN(C)C=O (DMF). Product: Phase B, NC=1C2=C(N=CN1)N(C=CC2=O)C(C)C=2OC(C1=CC=CC=C1C2C2=CC=CC=C2)=O (4-Amino-8-(1-(1-oxo-4-phenyl-1H-isochromen-3-yl)ethyl)pyrido[2,3-d]pyrimidin-5(8H)-one). Isolated yield 52.0%. Reaction SMILES: Br[CH:2]([C:4]1[O:5][C:6](=[O:20])[C:7]2[C:12]([C:13]=1[C:14]1[CH:19]=[CH:18][CH:17]=[CH:16][CH:15]=1)=[CH:11][CH:10]=[CH:9][CH:8]=2)[CH3:3].[NH2:21][C:22]1[C:23]2[C:31](=[O:32])[CH:30]=[CH:29][NH:28][C:24]=2[N:25]=[CH:26][N:27]=1.C(=O)([O-])[O-].[K+].[K+]>CN(C=O)C>[NH2:21][C:22]1[C:23]2[C:31](=[O:32])[CH:30]=[CH:29][N:28]([CH:2]([C:4]3[O:5][C:6](=[O:20])[C:7]4[C:12]([C:13]=3[C:14]3[CH:19]=[CH:18][CH:17]=[CH:16][CH:15]=3)=[CH:11][CH:10]=[CH:9][CH:8]=4)[CH3:3])[C:24]=2[N:25]=[CH:26][N:27]=1 |f:2.3.4|. Procedure: 3-(1-Bromoethyl)-4-phenyl-1H-isochromen-1-one (intermediate C7, 50 mg, 0.15 mmol), 4-aminopyrido[2,3-d]pyrimidin-5(8H)-one (37 mg, 0.23 mmol), potassium carbonate (31.5 mg, 0.23 mmol) were reacted in DMF (0.5 ml) at 80° C. The crude was purified via reverse phase chromatography with a Biotage C18 30 g SNAP column (Phase A, water 95%, ACN 5%, formic acid 0.1%); Phase B ACN 95%, water 5%, formic acid 0.1%) to give the title compound (32 mg, 51%).